This data is from the Open Reaction Database (ORD), a public repository of structured organic reaction records. The task is: describe an organic reaction: reactants, conditions, products, and yield The reactants are CC(=O)[O-], CO, CC(C)=O, NCC(=O)NCC(=O)NCC(N)=O. Product: CC1(C)NCC(=O)N1CC(=O)NCC(N)=O. RXN SMILES: [CH3:14][C:15](=[O:16])[O-:17].[CH3:18][OH:19].[CH3:20][C:21](=[O:22])[CH3:23].[NH2:1][CH2:2][C:3](=[O:4])[NH:5][CH2:6][C:7](=[O:8])[NH:9][CH2:10][C:11](=[O:12])[NH2:13]>>[NH:1]1[CH2:2][C:3](=[O:4])[N:5]([CH2:6][C:7](=[O:8])[NH:9][CH2:10][C:11](=[O:12])[NH2:13])[C:15]1([CH3:14])[CH3:18].